This data is from the Open Reaction Database (ORD), a public repository of structured organic reaction records. The task is: describe an organic reaction: reactants, conditions, products, and yield Reactants: FC1(F)CCN(C(c2cccc(Br)n2)C(c2cccnc2)c2cccnc2)C1, CC(C)(C)OC(N)=O, O=C([O-])[O-], C1COCCO1, [Cs+], [Cs+], O=C(C=Cc1ccccc1)C=Cc1ccccc1, O=C(C=Cc1ccccc1)C=Cc1ccccc1, O=C(C=Cc1ccccc1)C=Cc1ccccc1, [Pd], [Pd]. The product is Nc1cccc(C(C(c2cccnc2)c2cccnc2)N2CCC(F)(F)C2)n1. As a reaction SMILES: [Br:1][c:2]1[n:3][c:4]([CH:8]([CH:9]([c:10]2[cH:11][n:12][cH:13][cH:14][cH:15]2)[c:16]2[cH:17][n:18][cH:19][cH:20][cH:21]2)[N:22]2[CH2:23][C:24]([F:27])([F:28])[CH2:25][CH2:26]2)[cH:5][cH:6][cH:7]1.[C:29]([NH2:30])(=[O:31])[O:32][C:33]([CH3:34])([CH3:35])[CH3:36].[C:37](=[O:38])([O-:39])[O-:40].[CH2:43]1[O:44][CH2:45][CH2:46][O:47][CH2:48]1.[Cs+:41].[Cs+:42].[O:51]=[C:52]([CH:53]=[CH:54][c:55]1[cH:56][cH:57][cH:58][cH:59][cH:60]1)[CH:61]=[CH:62][c:63]1[cH:64][cH:65][cH:66][cH:67][cH:68]1.[O:69]=[C:70]([CH:71]=[CH:72][c:73]1[cH:74][cH:75][cH:76][cH:77][cH:78]1)[CH:79]=[CH:80][c:81]1[cH:82][cH:83][cH:84][cH:85][cH:86]1.[O:87]=[C:88]([CH:89]=[CH:90][c:91]1[cH:92][cH:93][cH:94][cH:95][cH:96]1)[CH:97]=[CH:98][c:99]1[cH:100][cH:101][cH:102][cH:103][cH:104]1.[Pd:49].[Pd:50]>>[c:2]1([NH2:30])[n:3][c:4]([CH:8]([CH:9]([c:10]2[cH:11][n:12][cH:13][cH:14][cH:15]2)[c:16]2[cH:17][n:18][cH:19][cH:20][cH:21]2)[N:22]2[CH2:23][C:24]([F:27])([F:28])[CH2:25][CH2:26]2)[cH:5][cH:6][cH:7]1. The reactants are C1CNCCN1, CCOC(C)=O, CN(C)C=O, O, CC(C)(C)OC(=O)N(C(=O)OC(C)(C)C)c1ncc(Br)nc1-c1cc2ccccc2s1. The product is CC(C)(C)OC(=O)N(C(=O)OC(C)(C)C)c1ncc(N2CCNCC2)nc1-c1cc2ccccc2s1. As a reaction SMILES: [CH2:32]1[CH2:33][NH:34][CH2:35][CH2:36][NH:37]1.[CH3:43][CH2:44][O:45][C:46]([CH3:47])=[O:48].[O:38]=[CH:39][N:40]([CH3:41])[CH3:42].[OH2:49].[s:1]1[c:2](-[c:10]2[c:11]([N:17]([C:18]([O:19][C:20]([CH3:21])([CH3:22])[CH3:23])=[O:24])[C:25](=[O:26])[O:27][C:28]([CH3:29])([CH3:30])[CH3:31])[n:12][cH:13][c:14]([Br:16])[n:15]2)[cH:3][c:4]2[c:5]1[cH:6][cH:7][cH:8][cH:9]2>>[s:1]1[c:2](-[c:10]2[c:11]([N:17]([C:18]([O:19][C:20]([CH3:21])([CH3:22])[CH3:23])=[O:24])[C:25](=[O:26])[O:27][C:28]([CH3:29])([CH3:30])[CH3:31])[n:12][cH:13][c:14]([N:34]3[CH2:33][CH2:32][NH:37][CH2:36][CH2:35]3)[n:15]2)[cH:3][c:4]2[c:5]1[cH:6][cH:7][cH:8][cH:9]2. The reactants are Brc1cccnc1, CC(C)(C)[O-], Cc1ccccc1, [K+], C1CC2(CN1)CC1CCN2C1, O=C(C=Cc1ccccc1)C=Cc1ccccc1, O=C(C=Cc1ccccc1)C=Cc1ccccc1, O=C(C=Cc1ccccc1)C=Cc1ccccc1, [Pd], [Pd]. The product is c1cncc(N2CCC3(CC4CCN3C4)C2)c1. Reaction SMILES: [Br:12][c:13]1[cH:14][n:15][cH:16][cH:17][cH:18]1.[CH3:19][C:20]([CH3:21])([O-:22])[CH3:23].[CH3:25][c:26]1[cH:27][cH:28][cH:29][cH:30][cH:31]1.[K+:24].[NH:1]1[CH2:2][C:3]2([N:4]3[CH2:5][CH2:6][CH:7]([CH2:8]2)[CH2:9]3)[CH2:10][CH2:11]1.[O:34]=[C:35]([CH:36]=[CH:37][c:38]1[cH:39][cH:40][cH:41][cH:42][cH:43]1)[CH:44]=[CH:45][c:46]1[cH:47][cH:48][cH:49][cH:50][cH:51]1.[O:52]=[C:53]([CH:54]=[CH:55][c:56]1[cH:57][cH:58][cH:59][cH:60][cH:61]1)[CH:62]=[CH:63][c:64]1[cH:65][cH:66][cH:67][cH:68][cH:69]1.[O:70]=[C:71]([CH:72]=[CH:73][c:74]1[cH:75][cH:76][cH:77][cH:78][cH:79]1)[CH:80]=[CH:81][c:82]1[cH:83][cH:84][cH:85][cH:86][cH:87]1.[Pd:32].[Pd:33]>>[N:1]1([c:13]2[cH:14][n:15][cH:16][cH:17][cH:18]2)[CH2:2][C:3]2([N:4]3[CH2:5][CH2:6][CH:7]([CH2:8]2)[CH2:9]3)[CH2:10][CH2:11]1.